The task is: describe an organic reaction: reactants, conditions, products, and yield. This data is from the Open Reaction Database (ORD), a public repository of structured organic reaction records. Reaction SMILES: Cl.[NH2:2][OH:3].[Cl:4][CH2:5][C:6]1[CH:13]=[CH:12][C:9]([CH:10]=O)=[CH:8][CH:7]=1>CCO>[Cl:4][CH2:5][C:6]1[CH:13]=[CH:12][C:9]([CH:10]=[N:2][OH:3])=[CH:8][CH:7]=1 |f:0.1|. Starting materials: Cl.NO (Hydroxylamine hydrochloride), ClCC1=CC=C(C=O)C=C1 (4-(chloromethyl)benzaldehyde). Run at temperature 50 celsius. Procedure: Hydroxylamine hydrochloride (10.11 g, 145.5 mmol) was added to a solution of 4-(chloromethyl)benzaldehyde 4 (7.5 g, 48.51 mmol) in EtOH. The mixture was heated at 50° C. for 3 h then concentrated in vacuo. The residue was partitioned between DCM and water. The combined organic extract was dried (MgSO4) and concentrated in vacuo yielding a white solid that was used without further purification (8.1 g, 98%). 1H NMR (400 MHz, DMSO) d 4.77 (2H, s), 7.46 (2H, d, J=8.0 Hz), 7.60 (2H, d, J=8.0 Hz), 8.1... Product: ClCC1=CC=C(C=NO)C=C1 (4-(chloromethyl)benzaldehyde oxime). The solvent is CCO (EtOH). Reactants: C(C)OC(CC(C(C)=O)C(C)=O)=O (3,3-diacetyl-propionic acid-ethyl ester), FC(C1=CC(=CC=C1)NN)(F)F ((α,α,α-trifluoro-m-tolyl)-hydrazine), C(C)(=O)O (acetic acid). Reported procedure: 14.9 grams 3,3-diacetyl-propionic acid-ethyl ester, 14.1 grams (α,α,α-trifluoro-m-tolyl)-hydrazine, 4.8 grams glacial acetic acid and 100 milliliters ethanol were mixed, and the mixture heated to boiling temperature under reflux for 1 hour. The reaction mixture was evaporated and the residue distilled to produce 22.3 grams of crude 3,5-dimethyl-1-(α,α,α-trifluoro-m-tolyl)-pyrazol-4-acetic acid ethyl ester. This ester was saponified as and worked up in accordance with the method described in Exam... The solvent is C(C)O (ethanol). Product: C(C)OC(CC=1C(=NN(C1C)C=1C=C(C=CC1)C(F)(F)F)C)=O (3,5-dimethyl-1-(α,α,α-trifluoro-m-tolyl)-pyrazol-4-acetic acid ethyl ester). The yield is 85.4%. RXN SMILES: [CH2:1]([O:3][C:4](=[O:13])[CH2:5][CH:6]([C:10](=O)[CH3:11])[C:7](=O)[CH3:8])[CH3:2].[F:14][C:15]([F:25])([F:24])[C:16]1[CH:21]=[CH:20][CH:19]=[C:18]([NH:22][NH2:23])[CH:17]=1.C(O)(=O)C>C(O)C>[CH2:1]([O:3][C:4](=[O:13])[CH2:5][C:6]1[C:10]([CH3:11])=[N:23][N:22]([C:18]2[CH:17]=[C:16]([C:15]([F:14])([F:25])[F:24])[CH:21]=[CH:20][CH:19]=2)[C:7]=1[CH3:8])[CH3:2]. Procedure details: To a solution of 2-chloro-5-nitrophenyl thiocyanate (4.38 g, 20.4 mmole) in dry DMF (70 mL) under inert atmosphere, excess sodium borohydride (1.1 g) was added. The mixture was stirred for half hour and poured over crushed ice. The mixture was acidified with 1 N HCl and left at 0° C. for 1 hr. The precipitate were collected by filtration and redissolved in CH2Cl2. The organic layer was further washed with water and dried with MgSO4. The solvent was removed in vacuo to afford yellow crystals. The... The solvent is CN(C)C=O (DMF). RXN SMILES: [Cl:1][C:2]1[CH:7]=[CH:6][C:5]([N+:8]([O-:10])=[O:9])=[CH:4][C:3]=1[S:11]C#N.[BH4-].[Na+].Cl>CN(C=O)C>[Cl:1][C:2]1[CH:7]=[CH:6][C:5]([N+:8]([O-:10])=[O:9])=[CH:4][C:3]=1[SH:11] |f:1.2|. The product is ClC1=C(C=C(C=C1)[N+](=O)[O-])S (2-Chloro-5-nitrobenzenethiol). Reactants: ClC1=C(C=C(C=C1)[N+](=O)[O-])SC#N (2-chloro-5-nitrophenyl thiocyanate), [BH4-].[Na+] (sodium borohydride), Cl (HCl). Run at time 0.5 hour. Starting materials: C(C1=CC=CC=C1)OC=1C(=NC(=CC1C)OC)CCCCCCCCCCOCOC (3-(benzyloxy)-6-methoxy-2-(10-(methoxymethoxy)decyl)-4-methylpyridine). Reagents/catalysts: [OH-].[OH-].[Pd+2] (palladium hydroxide on carbon), Cl (HCl). Run in CO (methanol). Yields the product OCCCCCCCCCCC1=NC(=CC(=C1O)C)OC (2-(10-hydroxydecyl)-6-methoxy-4-methylpyridin-3-ol). Reaction SMILES: C([O:8][C:9]1[C:10]([CH2:18][CH2:19][CH2:20][CH2:21][CH2:22][CH2:23][CH2:24][CH2:25][CH2:26][CH2:27][O:28]COC)=[N:11][C:12]([O:16][CH3:17])=[CH:13][C:14]=1[CH3:15])C1C=CC=CC=1>CO.Cl.[OH-].[OH-].[Pd+2]>[OH:28][CH2:27][CH2:26][CH2:25][CH2:24][CH2:23][CH2:22][CH2:21][CH2:20][CH2:19][CH2:18][C:10]1[C:9]([OH:8])=[C:14]([CH3:15])[CH:13]=[C:12]([O:16][CH3:17])[N:11]=1 |f:3.4.5|. Procedure: To a stirred solution containing 18 mg (0.04 mmol) of 3-(benzyloxy)-6-methoxy-2-(10-(methoxymethoxy)decyl)-4-methylpyridine in 3 mL of methanol were added two drops of concentrated HCl. The reaction mixture was stirred at reflux for 16 h. To the mixture were added 3 mg of 20% palladium hydroxide on carbon (Degussa type E101 NE/N). The reaction mixture was stirred at room temperature under hydrogen atmosphere for 15 min. The reaction mixture was filtered through celite and the filtrate was concen... Reactants: BrC=1C=C2C(=NC1)N(C(=N2)C2=C(C=CC=C2)SCC)C (6-bromo-2-(2-ethylsulfanyl-phenyl)-3-methyl-3H-imidazo[4,5-b]pyridine), [1,1-bis(diphenylphosphino)ferrocene]palladium(II) dichloride dichloromethane, C(C)(C)[Zn]C(C)C (diisopropyl zinc). The solvent is C1CCOC1 (THF). Run at time 4 hour. Product: C(C)SC1=C(C=CC=C1)C1=NC=2C(=NC=C(C2)C(C)C)N1C (2-(2-ethylsulfanyl-phenyl)-6-isopropyl-3-methyl-3H-imidazo[4,5-b]pyridine). Reaction SMILES: Br[C:2]1[CH:3]=[C:4]2[N:10]=[C:9]([C:11]3[CH:16]=[CH:15][CH:14]=[CH:13][C:12]=3[S:17][CH2:18][CH3:19])[N:8]([CH3:20])[C:5]2=[N:6][CH:7]=1.[CH:21]([Zn]C(C)C)([CH3:23])[CH3:22]>C1COCC1>[CH2:18]([S:17][C:12]1[CH:13]=[CH:14][CH:15]=[CH:16][C:11]=1[C:9]1[N:8]([CH3:20])[C:5]2=[N:6][CH:7]=[C:2]([CH:21]([CH3:23])[CH3:22])[CH:3]=[C:4]2[N:10]=1)[CH3:19]. Procedure details: To a mixture of 6-bromo-2-(2-ethylsulfanyl-phenyl)-3-methyl-3H-imidazo[4,5-b]pyridine (348 mg), [1,1-bis(diphenylphosphino)ferrocene]palladium(II) dichloride dichloromethane adduct (41 mg), and THF (5 mL), diisopropyl zinc (1 M in toluene, 2 mL) was added at room temperature. The mixture was stirred at room temperature for 4 hours, washed with water, and extracted with ethyl acetate. The combined organic layer was dried over sodium sulfate, and concentrated under reduced pressure. The residue wa... The reactants are [Al+3], COC(=O)Nc1ccc(N2CCOCC2)cc1, [H-], [H-], [H-], [H-], [Li+], [Na+], C1CCOC1, [OH-], O. Yields the product CNc1ccc(N2CCOCC2)cc1. RXN SMILES: [Al+3:19].[CH3:1][O:2][C:3]([NH:4][c:5]1[cH:6][cH:7][c:8]([N:11]2[CH2:12][CH2:13][O:14][CH2:15][CH2:16]2)[cH:9][cH:10]1)=[O:17].[H-:18].[H-:21].[H-:22].[H-:23].[Li+:20].[Na+:26].[O:27]1[CH2:28][CH2:29][CH2:30][CH2:31]1.[OH-:25].[OH2:24]>>[CH3:3][NH:4][c:5]1[cH:6][cH:7][c:8]([N:11]2[CH2:12][CH2:13][O:14][CH2:15][CH2:16]2)[cH:9][cH:10]1. The reactants are [BH4-], CO, COC(OC)OC, CCN(C(C)C)C(C)C, O=CC1CC1, Cl, NC1CCCN(c2c(Br)cnc3[nH]cc(NC(=O)c4cccnc4)c23)C1, [Na+], O. Product: Cl, O=C(Nc1c[nH]c2ncc(Br)c(N3CCCC(NCC4CC4)C3)c12)c1cccnc1. Reaction SMILES: [BH4-:49].[CH3:51][OH:52].[CH:28]([O:29][CH3:30])([O:31][CH3:32])[O:33][CH3:34].[CH:35]([N:36]([CH2:37][CH3:38])[CH:39]([CH3:40])[CH3:41])([CH3:42])[CH3:43].[CH:44]1([CH:47]=[O:48])[CH2:45][CH2:46]1.[ClH:1].[NH2:2][CH:3]1[CH2:4][N:5]([c:9]2[c:10]3[c:11]([n:12][cH:13][c:14]2[Br:15])[nH:16][cH:17][c:18]3[NH:19][C:20]([c:21]2[cH:22][n:23][cH:24][cH:25][cH:26]2)=[O:27])[CH2:6][CH2:7][CH2:8]1.[Na+:50].[OH2:53]>>[ClH:1].[NH:2]([CH:3]1[CH2:4][N:5]([c:9]2[c:10]3[c:11]([n:12][cH:13][c:14]2[Br:15])[nH:16][cH:17][c:18]3[NH:19][C:20]([c:21]2[cH:22][n:23][cH:24][cH:25][cH:26]2)=[O:27])[CH2:6][CH2:7][CH2:8]1)[CH2:47][CH:44]1[CH2:45][CH2:46]1.